This data is from the Open Reaction Database (ORD), a public repository of structured organic reaction records. The task is: describe an organic reaction: reactants, conditions, products, and yield Reactants: CCCCCC(CCCCl)OC1CCCCO1, O=C1NC(=O)c2ccccc21, CN(C)C=O. Product: CCCCCC(CCCN1C(=O)c2ccccc2C1=O)OC1CCCCO1. As a reaction SMILES: [Cl:12][CH2:13][CH2:14][CH2:15][CH:16]([CH2:17][CH2:18][CH2:19][CH2:20][CH3:21])[O:22][CH:23]1[O:24][CH2:25][CH2:26][CH2:27][CH2:28]1.[O:1]=[C:2]1[NH:3][C:4](=[O:5])[c:6]2[cH:7][cH:8][cH:9][cH:10][c:11]21.[O:29]=[CH:30][N:31]([CH3:32])[CH3:33]>>[O:1]=[C:2]1[N:3]([CH2:13][CH2:14][CH2:15][CH:16]([CH2:17][CH2:18][CH2:19][CH2:20][CH3:21])[O:22][CH:23]2[O:24][CH2:25][CH2:26][CH2:27][CH2:28]2)[C:4](=[O:5])[c:6]2[cH:7][cH:8][cH:9][cH:10][c:11]21. The reactants are ClCCl, Clc1nc(Cl)c2c(n1)CCCC2, [NH4+], [OH-], [Zn]. Yields the product Clc1ncc2c(n1)CCCC2. As a reaction SMILES: [CH2:15]([Cl:16])[Cl:17].[Cl:1][c:2]1[n:3][c:4]2[c:9]([c:10]([Cl:12])[n:11]1)[CH2:8][CH2:7][CH2:6][CH2:5]2.[NH4+:14].[OH-:13].[Zn:18]>>[Cl:1][c:2]1[n:3][c:4]2[c:9]([cH:10][n:11]1)[CH2:8][CH2:7][CH2:6][CH2:5]2.